From a dataset of the Open Reaction Database (ORD), a public repository of structured organic reaction records. describe an organic reaction: reactants, conditions, products, and yield The reactants are C1(=CC=C(C=C1)C=1N=C2C(=NC1C1=CC=C(C=C1)C)N(CCC2)CCNC(CCC(=O)OCC)=O)C (Ethyl 4-(2-(2,3-dip-tolyl-7,8-dihydropyrido[2,3-b]pyrazin-5(6H)-yl)ethylamino)-4-oxobutanoate), [OH-].[Na+] (Sodium hydroxide). Run in CCO (EtOH). Reaction conditions: time 30 minute. Product: C1(=CC=C(C=C1)C=1N=C2C(=NC1C1=CC=C(C=C1)C)N(CCC2)CCNC(CCC(=O)O)=O)C (4-(2-(2,3-Dip-tolyl-7,8-dihydropyrido[2,3-b]pyrazin-5(6H)-yl)ethylamino)-4-oxobutanoic acid). Reaction SMILES: [C:1]1([CH3:36])[CH:6]=[CH:5][C:4]([C:7]2[N:8]=[C:9]3[CH2:23][CH2:22][CH2:21][N:20]([CH2:24][CH2:25][NH:26][C:27](=[O:35])[CH2:28][CH2:29][C:30]([O:32]CC)=[O:31])[C:10]3=[N:11][C:12]=2[C:13]2[CH:18]=[CH:17][C:16]([CH3:19])=[CH:15][CH:14]=2)=[CH:3][CH:2]=1.[OH-].[Na+]>CCO>[C:1]1([CH3:36])[CH:6]=[CH:5][C:4]([C:7]2[N:8]=[C:9]3[CH2:23][CH2:22][CH2:21][N:20]([CH2:24][CH2:25][NH:26][C:27](=[O:35])[CH2:28][CH2:29][C:30]([OH:32])=[O:31])[C:10]3=[N:11][C:12]=2[C:13]2[CH:14]=[CH:15][C:16]([CH3:19])=[CH:17][CH:18]=2)=[CH:3][CH:2]=1 |f:1.2|. Procedure details: Ethyl 4-(2-(2,3-dip-tolyl-7,8-dihydropyrido[2,3-b]pyrazin-5(6H)-yl)ethylamino)-4-oxobutanoate (step 3)(168 mg, 0.345 mmol) was dissolved in EtOH (3 ml). 2M Sodium hydroxide (0.345 ml, 0.690 mmol) was added and the solution stirred for 30 minutes at room temperature. The reaction mixture was concentrated in vacuo and the residue was partitioned between EtOAc and 0.1 M HCl solution. The organic layer was separated and washed with saturated brine, dried (MgSO4) and concentrated in vacuo to a volume... Reactants: N(CC(=O)OC1=CC=C([N+](=O)[O-])C=C1)C(=O)OC(C)(C)C (Boc-Gly-ONp), N1[C@H](C(=O)O)CCC1 (proline), TEA, O (water). Solvent: CN(C)C=O (DMF). Run at temperature 0 celsius, time 8 hour. Yields the product N(CC(=O)N1[C@H](C(=O)O)CCC1)C(=O)OC(C)(C)C (Boc-Gly-Pro-OH). Isolated yield 89.0%. Reaction SMILES: [NH:1]([C:15]([O:17][C:18]([CH3:21])([CH3:20])[CH3:19])=[O:16])[CH2:2][C:3]([O:5]C1C=CC([N+]([O-])=O)=CC=1)=O.[NH:22]1[CH2:29][CH2:28][CH2:27][C@H:23]1[C:24]([OH:26])=[O:25].O>CN(C=O)C>[NH:1]([C:15]([O:17][C:18]([CH3:19])([CH3:20])[CH3:21])=[O:16])[CH2:2][C:3]([N:22]1[CH2:29][CH2:28][CH2:27][C@H:23]1[C:24]([OH:26])=[O:25])=[O:5]. Procedure: Boc-Gly-ONp (50 g, 0.17 mol.) and proline (20.7 g, 0.175 mol.) were dissolved in 300 ml DMF. 20 ml TEA and 30 ml water were added while stirring the solution. The stirring was continued overnight and TLC analysis showed no more starting materials. The solvents were removed under reduced pressure and the resulting mixture was dissolved in 250 ml saturated Na2CO3. The aqueous solution was extracted by 3×100 ml ethyl acetate to remove p-nitrophenol. Then, after chilling to 0° C., the aqueous soluti... Starting materials: ClC1=NN(C=C1N)C=1C=NC=CC1 (3-chloro-1-(pyridin-3-yl)-1H-pyrazol-4-amine), C(C)(=O)OC(C)=O (acetic anhydride), C(C)(=O)Cl (acetyl chloride), C(C)(=O)OC(C)=O (acetic anhydride). Product: ClC1=NN(C=C1NC(C)=O)C=1C=NC=CC1 (N-(3-chloro-1-(pyridin-3-yl)-1H-pyrazol-4-yl)acetamide). As a reaction SMILES: [Cl:1][C:2]1[C:6]([NH2:7])=[CH:5][N:4]([C:8]2[CH:9]=[N:10][CH:11]=[CH:12][CH:13]=2)[N:3]=1.[C:14](Cl)(=[O:16])[CH3:15].C(OC(=O)C)(=O)C>>[Cl:1][C:2]1[C:6]([NH:7][C:14](=[O:16])[CH3:15])=[CH:5][N:4]([C:8]2[CH:9]=[N:10][CH:11]=[CH:12][CH:13]=2)[N:3]=1. Reported procedure: In step g of Scheme 1, 3-chloro-1-(pyridin-3-yl)-1H-pyrazol-4-amine (5d) is acylated with acetylating agents such as acetyl chloride or acetic anhydride, preferably acetic anhydride (Ac2O) to yield N-(3-chloro-1-(pyridin-3-yl)-1H-pyrazol-4-yl)acetamide (1c). The acylation is conducted in the presence of a base, preferably an inorganic base, such as, sodium bicarbonate (NaHCO3), and preferably, a polar solvent, such as ethyl acetate and/or tetrahydrofuran. This reaction may be conducted at temper... Starting materials: CC1=NSC(N1)=S (3-methyl-1,2,4-thiadiazole-5(4H)-thione), CC1=CC=C(C=C1)S(=O)(=O)OCCC=C(F)F (4,4-difluorobut-3-enyl 4-methylbenzenesulfonate), C([O-])([O-])=O.[K+].[K+] (potassium carbonate). The solvent is CC(=O)C (acetone). The product is FC(=CCCSC1=NC(=NS1)C)F ((4,4-difluorobut-3-enylthio)-3-methyl-1,2,4-thiadiazole). Isolated yield 32.0%. RXN SMILES: [CH3:1][C:2]1[NH:6][C:5](=[S:7])[S:4][N:3]=1.CC1C=CC(S(O[CH2:19][CH2:20][CH:21]=[C:22]([F:24])[F:23])(=O)=O)=CC=1.C(=O)([O-])[O-].[K+].[K+]>CC(C)=O>[F:23][C:22]([F:24])=[CH:21][CH2:20][CH2:19][S:7][C:5]1[S:4][N:3]=[C:2]([CH3:1])[N:6]=1 |f:2.3.4|. Reported procedure: To a solution of 3-methyl-1,2,4-thiadiazole-5(4H)-thione (1.2 g) in acetone (100 cm3) was added 4,4-difluorobut-3-enyl 4-methylbenzenesulfonate (2.4 g) and potassium carbonate (1.2 g) and the mixture was refluxed for 4 hours after which tlc indicated complete consumption of starting material. The reaction was poured into ethyl acetate and water and the layers separated. The aqueous layer was extracted with ethyl acetate and the combined organic layers were dried (MgSO4). The solution of product ...